This data is from the Open Reaction Database (ORD), a public repository of structured organic reaction records. The task is: describe an organic reaction: reactants, conditions, products, and yield The reactants are ClCCl, CCOC(=O)Cl, CC(C)Oc1cc(N)c(F)cc1Cl, c1ccncc1. Yields the product CCOC(=O)Nc1cc(OC(C)C)c(Cl)cc1F. Reaction SMILES: [CH2:26]([Cl:27])[Cl:28].[Cl:1][C:2](=[O:3])[O:4][CH2:5][CH3:6].[Cl:7][c:8]1[cH:9][c:10]([F:19])[c:11]([NH2:12])[cH:13][c:14]1[O:15][CH:16]([CH3:17])[CH3:18].[cH:20]1[cH:21][cH:22][n:23][cH:24][cH:25]1>>[C:2](=[O:3])([O:4][CH2:5][CH3:6])[NH:12][c:11]1[c:10]([F:19])[cH:9][c:8]([Cl:7])[c:14]([O:15][CH:16]([CH3:17])[CH3:18])[cH:13]1. Reagents/catalysts: C1=CC=C(C=C1)P([C-]2C=CC=C2)C3=CC=CC=C3.C1=CC=C(C=C1)P([C-]2C=CC=C2)C3=CC=CC=C3.Cl[Pd]Cl.[Fe+2].C(Cl)Cl (Pd(dppf)Cl2 CH2Cl2). Yields the product C[Si](CCOCN(C1=CC(=NC=2N1N=CC2C=2C=NC1=CC=CC=C1C2)C2CN(CC2)C(=O)OC(C)(C)C)COCC[Si](C)(C)C)(C)C (tert-butyl 3-(7-(bis((2-(trimethylsilyl)ethoxy)methyl)amino)-3-(quinolin-3-yl)pyrazolo[1,5-a]pyrimidin-5-yl)pyrrolidine-1-carboxylate). Run in O1CCOCC1.O (dioxane H2O). Procedure: A mixture of tert-butyl 3-(7-(bis((2-(trimethylsilyl)ethoxy)methyl)amino)-3-iodopyrazolo[1,5-a]pyrimidin-5-yl)pyrrolidine-1-carboxylate (703 mol), quinolin-3-ylboronic acid (350 mg, 2.00 mmol), Pd(dppf)Cl2—CH2Cl2 (82 mg, 0.10 mmol) and potassium phosphate (636 mg, 3.0 mmol) in a mixture of dioxane/H2O (9:1, 20 mL) was heated at 100° C. for 5 h under argon. The reaction mixture was cooled down and diluted with EtOAC, washed with Brine, dried over Na2SO4, filtered and concentrated. The residue was... Reaction SMILES: [CH3:1][Si:2]([CH3:39])([CH3:38])[CH2:3][CH2:4][O:5][CH2:6][N:7]([CH2:30][O:31][CH2:32][CH2:33][Si:34]([CH3:37])([CH3:36])[CH3:35])[C:8]1[N:13]2[N:14]=[CH:15][C:16](I)=[C:12]2[N:11]=[C:10]([CH:18]2[CH2:22][CH2:21][N:20]([C:23]([O:25][C:26]([CH3:29])([CH3:28])[CH3:27])=[O:24])[CH2:19]2)[CH:9]=1.[N:40]1[C:49]2[C:44](=[CH:45][CH:46]=[CH:47][CH:48]=2)[CH:43]=[C:42](B(O)O)[CH:41]=1.P([O-])([O-])([O-])=O.[K+].[K+].[K+]>O1CCOCC1.O.C1C=CC(P(C2C=CC=CC=2)[C-]2C=CC=C2)=CC=1.C1C=CC(P(C2C=CC=CC=2)[C-]2C=CC=C2)=CC=1.Cl[Pd]Cl.[Fe+2].C(Cl)Cl>[CH3:1][Si:2]([CH3:39])([CH3:38])[CH2:3][CH2:4][O:5][CH2:6][N:7]([CH2:30][O:31][CH2:32][CH2:33][Si:34]([CH3:37])([CH3:36])[CH3:35])[C:8]1[N:13]2[N:14]=[CH:15][C:16]([C:42]3[CH:41]=[N:40][C:49]4[C:44]([CH:43]=3)=[CH:45][CH:46]=[CH:47][CH:48]=4)=[C:12]2[N:11]=[C:10]([CH:18]2[CH2:22][CH2:21][N:20]([C:23]([O:25][C:26]([CH3:29])([CH3:28])[CH3:27])=[O:24])[CH2:19]2)[CH:9]=1 |f:2.3.4.5,6.7,8.9.10.11.12|. Starting materials: C[Si](CCOCN(C1=CC(=NC=2N1N=CC2I)C2CN(CC2)C(=O)OC(C)(C)C)COCC[Si](C)(C)C)(C)C (tert-butyl 3-(7-(bis((2-(trimethylsilyl)ethoxy)methyl)amino)-3-iodopyrazolo[1,5-a]pyrimidin-5-yl)pyrrolidine-1-carboxylate), N1=CC(=CC2=CC=CC=C12)B(O)O (quinolin-3-ylboronic acid), P(=O)([O-])([O-])[O-].[K+].[K+].[K+] (potassium phosphate). Reaction conditions: temperature 100 celsius.